This data is from the Open Reaction Database (ORD), a public repository of structured organic reaction records. The task is: describe an organic reaction: reactants, conditions, products, and yield Starting materials: COC(C1=CC(=CC(=C1)O)O)=O (3,5-dihydroxybenzoic acid methyl ester), BrCCCC1=CC=CC=C1 (3-bromopropylbenzene), C([O-])([O-])=O.[K+].[K+] (potassium carbonate). Run in CN(C)C=O (DMF). Yields the product COC(C1=CC(=CC(=C1)OCCCC1=CC=CC=C1)OCCCC1=CC=CC=C1)=O (3,5-bis(3-phenylpropoxy)benzoic acid methyl ester). Yield: 74.2%. RXN SMILES: [CH3:1][O:2][C:3](=[O:12])[C:4]1[CH:9]=[C:8]([OH:10])[CH:7]=[C:6]([OH:11])[CH:5]=1.Br[CH2:14][CH2:15][CH2:16][C:17]1[CH:22]=[CH:21][CH:20]=[CH:19][CH:18]=1.C(=O)([O-])[O-].[K+].[K+]>CN(C=O)C>[CH3:1][O:2][C:3](=[O:12])[C:4]1[CH:5]=[C:6]([O:11][CH2:14][CH2:15][CH2:16][C:17]2[CH:22]=[CH:21][CH:20]=[CH:19][CH:18]=2)[CH:7]=[C:8]([O:10][CH2:14][CH2:15][CH2:16][C:17]2[CH:22]=[CH:21][CH:20]=[CH:19][CH:18]=2)[CH:9]=1 |f:2.3.4|. Procedure details: A mixture of 1.68 g (0.01 mol) of 3,5-dihydroxybenzoic acid methyl ester, 3.4 mL (0.022 mol) of 3-bromopropylbenzene and 2.8 g (0.02 mol) of potassium carbonate in 50 mL of anhydrous DMF was stirred and heated at 100° for 18 hours. The solvent was removed at reduced pressure, the residue was acidified and the product was extracted with ethyl acetate. The dried extract was concentrated to dryness and the residue was purified by chromatography on 150 g of silica gel using 10 % ethyl acetate-hexane...